Dataset: the Open Reaction Database (ORD), a public repository of structured organic reaction records. Task: describe an organic reaction: reactants, conditions, products, and yield RXN SMILES: [CH2:1]([N:5]1[C:9](=[O:10])[N:8]([CH2:11][CH2:12][CH2:13][CH3:14])[C:7](=[O:15])[P:6]1[CH3:16])[CH2:2][CH2:3][CH3:4].[CH3:17][I:18]>>[I-:18].[CH2:1]([N:5]1[C:9](=[O:10])[N:8]([CH2:11][CH2:12][CH2:13][CH3:14])[C:7](=[O:15])[P+:6]1([CH3:17])[CH3:16])[CH2:2][CH2:3][CH3:4] |f:2.3|. Procedure details: A mixture of 820 mg (3.3 mmol) of 1,4-dibutyl-2-methyl-1,4,2-diazaphospholidine-3,5-dione (cf. Ex. 3) with 6.27 g (44 mmol) of methyl iodide (from Aldrich) was heated at reflux (bath temperature: to 80° C.) while stirring with a magnetic stirrer bar for 24 h. The yellow mixture, whose viscosity had risen noticeably, was analysed by NMR spectroscopy without further workup: Yields the product [I-].C(CCC)N1[P+](C(N(C1=O)CCCC)=O)(C)C (1,4-Dibutyl-2,2-dimethyl-3,5-dioxo-1,4,2-diazaphospholidin-2-ium iodide). The reactants are C(CCC)N1P(C(N(C1=O)CCCC)=O)C (1,4-dibutyl-2-methyl-1,4,2-diazaphospholidine-3,5-dione), CI (methyl iodide). Run at temperature 80 celsius, time 24 hour. Reactants: FC1=CC=C(C=C1)C=1NC(C(C#N)=CC1)=O (6-(p-fluorophenyl)-1,2-dihydro-2-oxonicotinonitrile), CN1CCNCCC1 (N-methylhomopiperazine). Solvent: CS(=O)C (dimethyl sulfoxide). The product is O=C1C(C#N)=CC=CN1 (1,2-dihydro-2-oxonicotinonitrile). Reaction SMILES: FC1C=CC([C:8]2[NH:9][C:10](=[O:16])[C:11](=[CH:14][CH:15]=2)[C:12]#[N:13])=CC=1.CN1CCCNCC1>CS(C)=O>[O:16]=[C:10]1[NH:9][CH:8]=[CH:15][CH:14]=[C:11]1[C:12]#[N:13]. Procedure: From 12.9 g. of 6-(p-fluorophenyl)-1,2-dihydro-2-oxonicotinonitrile and 13.8 g. of N-methylhomopiperazine in 180 ml. of dimethyl sulfoxide, there is obtained 6-[p-hexahydro-4-methyl-1H-1,4-diazepin-1-yl)phenyl]-1,2-dihydro-2-oxonicotinonitrile.